Dataset: the Open Reaction Database (ORD), a public repository of structured organic reaction records. Task: describe an organic reaction: reactants, conditions, products, and yield Starting materials: ClC1=C(C(=O)NCC23CC4CC(CC(C2)C4)C3)C=C(C=C1)OCCCl (2-chloro-5-(2-chloroethoxy)-N-(tricyclo[3.3.1.13,7]dec-1-ylmethyl)-benzamide), N[C@@H](CO)C ((R)-2-amino-1-propanol). The product is Cl.ClC1=C(C(=O)NCC23CC4CC(CC(C2)C4)C3)C=C(C=C1)OCCN[C@@H](CO)C ((R)-2-Chloro-5-[2-(2-hydroxy-1-methylethylamino)ethoxy]-N-(tricyclo[3.3.1.13,7]dec-1-ylmethyl)-benzamide, hydrochloride), acetate salt. Reaction SMILES: [Cl:1][C:2]1[CH:21]=[CH:20][C:19]([O:22][CH2:23][CH2:24]Cl)=[CH:18][C:3]=1[C:4]([NH:6][CH2:7][C:8]12[CH2:17][CH:12]3[CH2:13][CH:14]([CH2:16][CH:10]([CH2:11]3)[CH2:9]1)[CH2:15]2)=[O:5].[NH2:26][C@H:27]([CH3:30])[CH2:28][OH:29]>>[ClH:1].[Cl:1][C:2]1[CH:21]=[CH:20][C:19]([O:22][CH2:23][CH2:24][NH:26][C@H:27]([CH3:30])[CH2:28][OH:29])=[CH:18][C:3]=1[C:4]([NH:6][CH2:7][C:8]12[CH2:17][CH:12]3[CH2:13][CH:14]([CH2:16][CH:10]([CH2:11]3)[CH2:9]1)[CH2:15]2)=[O:5] |f:2.3|. Procedure: Prepared according to the method of Example 4 using 2-chloro-5-(2-chloroethoxy)-N-(tricyclo[3.3.1.13,7]dec-1-ylmethyl)-benzamide (Example 11a, 0.17 g) and (R)-2-amino-1-propanol (0.11 ml). The reaction mixture was partitioned between ethyl acetate and sodium hydrogencarbonate solution, dried (MgSO4) and concentrated under reduced pressure. The residue was purified by RPHPLC (eluting with 25-95% MeCN in 0.1% AcONH4 aqueous) to give the title compound as the acetate salt. This was converted to the... Starting materials: NC([C@H](CC=1C=NC(=CC1)Br)NC(OC(C)(C)C)=O)=O ((S)-tert-Butyl 1-amino-3-(6-bromopyridin-3-yl)-1-oxopropan-2-ylcarbamate), C(=O)(C(F)(F)F)O (TFA). Run in C(Cl)Cl (DCM). Run at time 0.5 hour. Yields the product N[C@H](C(=O)N)CC=1C=NC(=CC1)Br ((S)-2-Amino-3-(6-bromopyridin-3-yl)propanamide). Isolated yield 94.0%. RXN SMILES: [NH2:1][C:2](=[O:20])[C@@H:3]([NH:12]C(=O)OC(C)(C)C)[CH2:4][C:5]1[CH:6]=[N:7][C:8]([Br:11])=[CH:9][CH:10]=1.C(O)(C(F)(F)F)=O>C(Cl)Cl>[NH2:12][C@@H:3]([CH2:4][C:5]1[CH:6]=[N:7][C:8]([Br:11])=[CH:9][CH:10]=1)[C:2]([NH2:1])=[O:20]. Procedure: (S)-tert-Butyl 1-amino-3-(6-bromopyridin-3-yl)-1-oxopropan-2-ylcarbamate (1.5 g) was dissolved in DCM (20 mL) and to the solution was added TFA (10 mL). The reaction mixture was stirred for 0.5 h then concentrated in vacuo. Crude material was dissolved in methanol and loaded onto an SCX cartridge. Non-basic impurities were washed off with methanol, then product was eluted with 10% ammonia in methanol to give the sub-title compound (1.0 g). The product is FC=1C=CC2=C(NC(=N2)C2=CC=CC=3N(C4=CC=CC=C4C23)C2=CC(=C(C(=O)N)C=C2)NCCC=2C=NC=CC2)C1 (4-[4-(6-fluoro-1H-benzimidazol-2-yl)-9H-carbazol-9-yl]-2-[2-(pyridin-3-yl)ethylamino]benzamide). Run in C(C)O (ethanol), CS(=O)C (dimethyl sulphoxide). Reactants: FC1=C(C#N)C=CC(=C1)N1C2=CC=CC=C2C=2C(=CC=CC12)C1=NC2=C(N1)C=C(C=C2)F (2-fluoro-4-[4-(6-fluoro-1H-benzimidazol-2-yl)-9H-carbazol-9-yl]benzonitrile), aqueous solution, [OH-].[Na+] (sodium hydroxide), aqueous solution, OO (hydrogen peroxide), C([O-])([O-])=O.[K+].[K+] (potassium carbonate), NCCC=1C=NC=CC1 (3-(2-aminoethyl)pyridine). Reaction SMILES: F[C:2]1[CH:9]=[C:8]([N:10]2[C:22]3[CH:21]=[CH:20][CH:19]=[C:18]([C:23]4[NH:27][C:26]5[CH:28]=[C:29]([F:32])[CH:30]=[CH:31][C:25]=5[N:24]=4)[C:17]=3[C:16]3[C:11]2=[CH:12][CH:13]=[CH:14][CH:15]=3)[CH:7]=[CH:6][C:3]=1[C:4]#[N:5].C(=O)([O-])[O-].[K+].[K+].[NH2:39][CH2:40][CH2:41][C:42]1[CH:43]=[N:44][CH:45]=[CH:46][CH:47]=1.[OH-:48].[Na+].OO>CS(C)=O.C(O)C>[F:32][C:29]1[CH:30]=[CH:31][C:25]2[N:24]=[C:23]([C:18]3[C:17]4[C:16]5[C:11](=[CH:12][CH:13]=[CH:14][CH:15]=5)[N:10]([C:8]5[CH:7]=[CH:6][C:3]([C:4]([NH2:5])=[O:48])=[C:2]([NH:39][CH2:40][CH2:41][C:42]6[CH:43]=[N:44][CH:45]=[CH:46][CH:47]=6)[CH:9]=5)[C:22]=4[CH:21]=[CH:20][CH:19]=3)[NH:27][C:26]=2[CH:28]=1 |f:1.2.3,5.6|. Procedure details: The process is carried out as in stage 3 of Example 3, but using 168.2 mg of 2-fluoro-4-[4-(6-fluoro-1H-benzimidazol-2-yl)-9H-carbazol-9-yl]benzonitrile, obtained according to stage 2 of Example 3, 166 mg of potassium carbonate and 391 mg of 3-(2-aminoethyl)pyridine in 1.7 ml of dimethyl sulphoxide, in a microwave for 1 hour and 30 minutes at 115° C. 0.76 ml of a 1M aqueous solution of sodium hydroxide, 0.735 ml of a 30% aqueous solution of hydrogen peroxide and 4 ml of ethanol are then added to...